From a dataset of the Open Reaction Database (ORD), a public repository of structured organic reaction records. describe an organic reaction: reactants, conditions, products, and yield Reactants: ClB(Cl)Cl, CCOC(=O)CCc1ccc(N2CSC(c3ccc(OC(C)C)c(C#N)c3)=N2)c(C)c1, ClCCl. The product is CCOC(=O)CCc1ccc(N2CSC(c3ccc(O)c(C#N)c3)=N2)c(C)c1. RXN SMILES: [B:1]([Cl:2])([Cl:3])[Cl:4].[C:5](#[N:6])[c:7]1[cH:8][c:9]([C:17]2=[N:18][N:19]([c:22]3[c:23]([CH3:35])[cH:24][c:25]([CH2:28][CH2:29][C:30](=[O:31])[O:32][CH2:33][CH3:34])[cH:26][cH:27]3)[CH2:20][S:21]2)[cH:10][cH:11][c:12]1[O:13][CH:14]([CH3:15])[CH3:16].[Cl:36][CH2:37][Cl:38]>>[C:5](#[N:6])[c:7]1[cH:8][c:9]([C:17]2=[N:18][N:19]([c:22]3[c:23]([CH3:35])[cH:24][c:25]([CH2:28][CH2:29][C:30](=[O:31])[O:32][CH2:33][CH3:34])[cH:26][cH:27]3)[CH2:20][S:21]2)[cH:10][cH:11][c:12]1[OH:13]. The reactants are C(C1=CC=CC=C1)OC=1C(=NC=C(C1)OC1=C(C=CC=C1)Cl)NC=1SC=C(N1)CCC(=O)OC (methyl 3-(2-(3-(benzyloxy)-5-(2-chlorophenoxy)pyridin-2-ylamino)thiazol-4-yl)propanoate), [OH-].[Na+] (sodium hydroxide). The solvent is CO (methanol). Conditions: temperature 65 celsius, time 5 minute. Yields the product Cl.C(C1=CC=CC=C1)OC=1C(=NC=C(C1)OC1=C(C=CC=C1)Cl)NC=1SC=C(N1)CCC(=O)O (3-(2-(3-(benzyloxy)-5-(2-chlorophenoxy)pyridin-2-ylamino)thiazol-4-yl)propanoic acid hydrochloride). The yield is 148.8%. Reaction SMILES: [CH2:1]([O:8][C:9]1[C:10]([NH:23][C:24]2[S:25][CH:26]=[C:27]([CH2:29][CH2:30][C:31]([O:33]C)=[O:32])[N:28]=2)=[N:11][CH:12]=[C:13]([O:15][C:16]2[CH:21]=[CH:20][CH:19]=[CH:18][C:17]=2[Cl:22])[CH:14]=1)[C:2]1[CH:7]=[CH:6][CH:5]=[CH:4][CH:3]=1.[OH-].[Na+]>CO>[ClH:22].[CH2:1]([O:8][C:9]1[C:10]([NH:23][C:24]2[S:25][CH:26]=[C:27]([CH2:29][CH2:30][C:31]([OH:33])=[O:32])[N:28]=2)=[N:11][CH:12]=[C:13]([O:15][C:16]2[CH:21]=[CH:20][CH:19]=[CH:18][C:17]=2[Cl:22])[CH:14]=1)[C:2]1[CH:7]=[CH:6][CH:5]=[CH:4][CH:3]=1 |f:1.2,4.5|. Procedure details: A mixture of methyl 3-(2-(3-(benzyloxy)-5-(2-chlorophenoxy)pyridin-2-ylamino)thiazol-4-yl)propanoate (Example 131; 0.315 g, 0.635 mmol), 1M aqueous sodium hydroxide (0.953 ml, 0.953 mmol), and methanol (6 mL) was heated at 65° C. for one hour. The reaction mixture was then cooled and partitioned between chloroform and saturated ammonium chloride, and the aqueous layer was extracted twice with chloroform. The combined organic layers were washed with brine, dried, and concentrated. The residue was...